From a dataset of the Open Reaction Database (ORD), a public repository of structured organic reaction records. describe an organic reaction: reactants, conditions, products, and yield Reactants: CN(S(=O)(=O)C1=CC(=C(C=C1)Cl)[N+](=O)[O-])C1CCN(CC1)C (4-chloro-3-nitrobenzenesulfonic acid-N-methyl-N-(1-methylpiperidin-4-yl)amide), CN (methylamine). Run in O (water). Reaction conditions: time 4 hour. Product: CN(S(=O)(=O)C1=CC(=C(C=C1)NC)[N+](=O)[O-])C1CCN(CC1)C (4-Methylamino-3-nitrobenzenesulfonic acid-N-methyl-N-(1-methylpiperidin-4-yl)amide). RXN SMILES: [CH3:1][N:2]([CH:16]1[CH2:21][CH2:20][N:19]([CH3:22])[CH2:18][CH2:17]1)[S:3]([C:6]1[CH:11]=[CH:10][C:9](Cl)=[C:8]([N+:13]([O-:15])=[O:14])[CH:7]=1)(=[O:5])=[O:4].[CH3:23][NH2:24]>O>[CH3:1][N:2]([CH:16]1[CH2:21][CH2:20][N:19]([CH3:22])[CH2:18][CH2:17]1)[S:3]([C:6]1[CH:11]=[CH:10][C:9]([NH:24][CH3:23])=[C:8]([N+:13]([O-:15])=[O:14])[CH:7]=1)(=[O:5])=[O:4]. Procedure: 1.6 g (4.6 mmol) of 4-chloro-3-nitrobenzenesulfonic acid-N-methyl-N-(1-methylpiperidin-4-yl)amide was mixed with 30 mL of 40% methylamine solution and stirred in a sealed flask for four hours at room temperature. Then the mixture was diluted with about 40 mL of water, the product precipitated was suction filtered, washed with water, and dried. Yield: 1.5 g (95% of theory), C14H22N4O4S (343.4); Rf value: 0.45 (silica gel; dichloromethane/ethanol=4:1). The reactants are [H-].[Na+] (NaH), CS(=O)C (DMSO), O=C1CC(CCC1)NC(OC(C)(C)C)=O (tert-butyl 3-oxocyclohexylcarbamate). Reaction conditions: time 2 hour. The product is O1CC12C[C@@H](CCC2)NC(OC(C)(C)C)=O (tert-butyl(5R)-1-oxaspiro[2.5]octan-5-ylcarbamate). Reaction SMILES: [H-].[Na+].[O:3]=[C:4]1[CH2:9][CH2:8][CH2:7][CH:6]([NH:10][C:11](=[O:17])[O:12][C:13]([CH3:16])([CH3:15])[CH3:14])[CH2:5]1.[CH3:18]S(C)=O>>[O:3]1[C:4]2([CH2:9][CH2:8][CH2:7][C@@H:6]([NH:10][C:11](=[O:17])[O:12][C:13]([CH3:14])([CH3:16])[CH3:15])[CH2:5]2)[CH2:18]1 |f:0.1|. Reported procedure: To a solution of Me3SOI (56.2 mmol) in DMSO (80 ml) was added NaH (51.5 mmol) and stirred at room temperature for 2 h until the solution become clear. The resulting solution was added tert-butyl 3-oxocyclohexylcarbamate (23.4 mmol) and stirred at rt overnight. The reaction was quenched with water and extracted with hexane. The extracts were combined and dried using anhydrous sodium sulfate. The product was purified using Biotage. The final products, isomer 1 and isomer 2, were well separated on ... The product is Cc1nn(-c2ccccn2)c(=O)cc1-c1ccc(O)cc1. As a reaction SMILES: [B:23]([Br:24])([Br:25])[Br:26].[CH3:1][O:2][c:3]1[cH:4][cH:5][c:6](-[c:9]2[cH:10][c:11](=[O:22])[n:12](-[c:16]3[n:17][cH:18][cH:19][cH:20][cH:21]3)[n:13][c:14]2[CH3:15])[cH:7][cH:8]1.[Cl:27][CH2:28][Cl:29]>>[OH:2][c:3]1[cH:4][cH:5][c:6](-[c:9]2[cH:10][c:11](=[O:22])[n:12](-[c:16]3[n:17][cH:18][cH:19][cH:20][cH:21]3)[n:13][c:14]2[CH3:15])[cH:7][cH:8]1. Starting materials: BrB(Br)Br, COc1ccc(-c2cc(=O)n(-c3ccccn3)nc2C)cc1, ClCCl. Reactants: COC1=CC(=C(C=N1)N)C#CC(C)C (6-methoxy-4-(3-methylbut-1-ynyl)pyridin-3-amine), COC1=CC(=C(C=N1)N)C#CC(C)C (6-methoxy-4-(3-methylbut-1-ynyl)pyridin-3-amine), CC(C)(C)[O-].[K+] (KOtBu). The solvent is CN1C(CCC1)=O (N-methylpyrrolidone). Conditions: temperature 140 celsius. The product is C(C)(C)C1=CC=2C(=CN=C(C2)OC)N1 (2-Isopropyl-5-methoxy-1H-pyrrolo[2,3-c]pyridine). RXN SMILES: [CH3:1][O:2][C:3]1[N:8]=[CH:7][C:6]([NH2:9])=[C:5]([C:10]#[C:11][CH:12]([CH3:14])[CH3:13])[CH:4]=1.CC([O-])(C)C.[K+]>CN1CCCC1=O>[CH:12]([C:11]1[NH:9][C:6]2=[CH:7][N:8]=[C:3]([O:2][CH3:1])[CH:4]=[C:5]2[CH:10]=1)([CH3:14])[CH3:13] |f:1.2|. Reported procedure: To a solution of 6-methoxy-4-(3-methylbut-1-ynyl)pyridin-3-amine (Compound 4, 588 mg, 3.1 mmol) in N-methylpyrrolidone (10 ml) was added KOtBu (0.87 g, 7.8 mmol) at room temperature. The mixture was heated to 140° C. for 0.5 h and cooled to room temperature, quenched with H2O, extracted with EtOAc. The organic layer was washed with brine, dried over Na2SO4, and concentrated in vacuo. The residue was purified by chromatography on silica gel (0→50% EtOAc-hexanes) to yield the title compound as lig...